From a dataset of the Open Reaction Database (ORD), a public repository of structured organic reaction records. describe an organic reaction: reactants, conditions, products, and yield Reaction SMILES: [Br:10][CH2:11][CH:12]=[C:13]([c:14]1[cH:15][cH:16][cH:17][cH:18][cH:19]1)[c:20]1[cH:21][c:22]([Cl:26])[cH:23][cH:24][cH:25]1.[CH2:1]([Li:2])[CH2:3][CH2:4][CH3:5].[CH3:31][OH:32].[Cl:28][CH2:29][Cl:30].[OH2:27].[OH:6][CH2:7][CH2:8][OH:9]>>[O:6]([CH2:7][CH2:8][OH:9])[CH2:11][CH:12]=[C:13]([c:14]1[cH:15][cH:16][cH:17][cH:18][cH:19]1)[c:20]1[cH:21][c:22]([Cl:26])[cH:23][cH:24][cH:25]1. The product is OCCOCC=C(c1ccccc1)c1cccc(Cl)c1. The reactants are Clc1cccc(C(=CCBr)c2ccccc2)c1, [Li]CCCC, CO, ClCCl, O, OCCO.